This data is from the Open Reaction Database (ORD), a public repository of structured organic reaction records. The task is: describe an organic reaction: reactants, conditions, products, and yield Reagents/catalysts: C=1C=CC(=CC1)/C=C/C(=O)/C=C/C2=CC=CC=C2.C=1C=CC(=CC1)/C=C/C(=O)/C=C/C2=CC=CC=C2.C=1C=CC(=CC1)/C=C/C(=O)/C=C/C2=CC=CC=C2.[Pd].[Pd] (Pd2dba3). Solvent: C1(=CC=CC=C1)C (PhMe), C(Cl)Cl (CH2Cl2). Starting materials: C1=CC=C(C=C1)P(C2=CC=CC=C2)C3=CC=CC=C3OC4=CC=CC=C4P(C5=CC=CC=C5)C6=CC=CC=C6 (DPEPhos), IC=1C=NC=CC1 (3-Iodopyridine), SC1=CC=C(C=C1)C(C(=O)NC=1SC=CN1)CC1CCOCC1 (2-(4-mercaptophenyl)-3-(tetrahydropyran-4-yl)-N-thiazol-2-ylpropionamide), CC(C)(C)[O-].[K+] (t-BuOK). Yields the product N1=CC(=CC=C1)SC1=CC=C(C=C1)C(C(=O)NC=1SC=CN1)CC1CCOCC1 (2-[4-(Pyridin-3-ylsulfanyl)phenyl]-3-(tetrahydropyran-4-yl)-N-thiazol-2-ylpropionamide). Reaction SMILES: C1C=CC(P(C2C(OC3C(P(C4C=CC=CC=4)C4C=CC=CC=4)=CC=CC=3)=CC=CC=2)C2C=CC=CC=2)=CC=1.I[C:41]1[CH:42]=[N:43][CH:44]=[CH:45][CH:46]=1.[SH:47][C:48]1[CH:53]=[CH:52][C:51]([CH:54]([CH2:63][CH:64]2[CH2:69][CH2:68][O:67][CH2:66][CH2:65]2)[C:55]([NH:57][C:58]2[S:59][CH:60]=[CH:61][N:62]=2)=[O:56])=[CH:50][CH:49]=1.CC([O-])(C)C.[K+]>C1(C)C=CC=CC=1.C(Cl)Cl.C1C=CC(/C=C/C(/C=C/C2C=CC=CC=2)=O)=CC=1.C1C=CC(/C=C/C(/C=C/C2C=CC=CC=2)=O)=CC=1.C1C=CC(/C=C/C(/C=C/C2C=CC=CC=2)=O)=CC=1.[Pd].[Pd]>[N:43]1[CH:44]=[CH:45][CH:46]=[C:41]([S:47][C:48]2[CH:53]=[CH:52][C:51]([CH:54]([CH2:63][CH:64]3[CH2:69][CH2:68][O:67][CH2:66][CH2:65]3)[C:55]([NH:57][C:58]3[S:59][CH:60]=[CH:61][N:62]=3)=[O:56])=[CH:50][CH:49]=2)[CH:42]=1 |f:3.4,7.8.9.10.11|. Procedure details: A solution of Pd2dba3 (18 mg, 20 μmol) and DPEPhos (24 mg, 45 μmol) in anhydrous PhMe (4 mL) was stirred at 20° C. for 3 min. 3-Iodopyridine (107 mg, 522 μmol), 2-(4-mercaptophenyl)-3-(tetrahydropyran-4-yl)-N-thiazol-2-ylpropionamide (see EXAMPLE 146, 173 mg, 500 μmol), and t-BuOK (65 mg, 579 μmol) were added, then the mixture was heated at 105° C. (bath) for 2.5 h. On cooling to 20° C., the mixture was diluted with CH2Cl2 (10 mL) and filtered through Celite, washing with CH2Cl2 (5 mL) and EtOAc... Conditions: temperature 105 celsius. The reactants are C[Si](C)(C)C#C ((trimethylsilyl)acetylene), BrC=1C=C(C=NC1)C(CC#N)N1N=CC(=C1)C=1C2=C(N=CN1)N(C=C2)COCC[Si](C)(C)C (3-(5-bromopyridin-3-yl)-3-[4-(7-[2-(trimethylsilyl)ethoxy]methyl-7H-pyrrolo[2,3-d]pyrimidin-4-yl)-1H-pyrazol-1-yl]propanenitrile), TEA. Reagents/catalysts: [Cu]I (copper(I) iodide), Cl[Pd]([P](C1=CC=CC=C1)(C2=CC=CC=C2)C3=CC=CC=C3)([P](C4=CC=CC=C4)(C5=CC=CC=C5)C6=CC=CC=C6)Cl (bis(triphenylphosphine)palladium(II) chloride). Conditions: time 8 hour. Yields the product C[Si](CCOCN1C=CC2=C1N=CN=C2C=2C=NN(C2)C(CC#N)C=2C=NC=C(C2)C#C[Si](C)(C)C)(C)C (3-[4-(7-[2-(trimethylsilyl)ethoxy]methyl-7H-pyrrolo[2,3-d]pyrimidin-4-yl)-1H-pyrazol-1-yl]-3-{5-[(trimethylsilyl)ethynyl]pyridin-3-yl}propanenitrile). As a reaction SMILES: Br[C:2]1[CH:3]=[C:4]([CH:8]([N:12]2[CH:16]=[C:15]([C:17]3[C:18]4[CH:25]=[CH:24][N:23]([CH2:26][O:27][CH2:28][CH2:29][Si:30]([CH3:33])([CH3:32])[CH3:31])[C:19]=4[N:20]=[CH:21][N:22]=3)[CH:14]=[N:13]2)[CH2:9][C:10]#[N:11])[CH:5]=[N:6][CH:7]=1.[CH3:34][Si:35]([C:38]#[CH:39])([CH3:37])[CH3:36]>[Cu]I.Cl[Pd](Cl)([P](C1C=CC=CC=1)(C1C=CC=CC=1)C1C=CC=CC=1)[P](C1C=CC=CC=1)(C1C=CC=CC=1)C1C=CC=CC=1>[CH3:31][Si:30]([CH3:33])([CH3:32])[CH2:29][CH2:28][O:27][CH2:26][N:23]1[C:19]2[N:20]=[CH:21][N:22]=[C:17]([C:15]3[CH:14]=[N:13][N:12]([CH:8]([C:4]4[CH:5]=[N:6][CH:7]=[C:2]([C:39]#[C:38][Si:35]([CH3:37])([CH3:36])[CH3:34])[CH:3]=4)[CH2:9][C:10]#[N:11])[CH:16]=3)[C:18]=2[CH:25]=[CH:24]1 |^1:44,63|. Procedure: To a solution of 3-(5-bromopyridin-3-yl)-3-[4-(7-[2-(trimethylsilyl)ethoxy]methyl-7H-pyrrolo[2,3-d]pyrimidin-4-yl)-1H-pyrazol-1-yl]propanenitrile (from Example 429) (0.080 g, 0.00015 mol) in TEA (0.300 mL, 0.00215 mol) was degassed with nitrogen, and then copper(I) iodide (0.005 g, 0.00003 mol), (trimethylsilyl)acetylene, and bis(triphenylphosphine)palladium(II) chloride were added. The reaction mixture was sealed in a tube and stirred at room temperature overnight. The resulting black solution ... The reactants are O=C(n1ccnc1)n1ccnc1, CC(C)(C)O, C1CCC2=NCCCN2CC1, CN(C)C=O, O=C(O)c1ccc2ncccc2c1. Product: CC(C)(C)OC(=O)c1ccc2ncccc2c1. As a reaction SMILES: [C:14]([n:15]1[cH:16][cH:17][n:18][cH:19]1)([n:20]1[cH:21][cH:22][n:23][cH:24]1)=[O:25].[CH3:26][C:27]([CH3:28])([CH3:29])[OH:30].[N:31]12[CH2:32][CH2:33][CH2:34][N:35]=[C:36]1[CH2:37][CH2:38][CH2:39][CH2:40][CH2:41]2.[O:42]=[CH:43][N:44]([CH3:45])[CH3:46].[n:1]1[cH:2][cH:3][cH:4][c:5]2[cH:6][c:7]([C:11](=[O:12])[OH:13])[cH:8][cH:9][c:10]12>>[n:1]1[cH:2][cH:3][cH:4][c:5]2[cH:6][c:7]([C:11]([O:12][C:27]([CH3:26])([CH3:28])[CH3:29])=[O:13])[cH:8][cH:9][c:10]12. Reactants: [Br-].C(=O)(OC)C1=C(C[P+](C2=CC=CC=C2)(C2=CC=CC=C2)C2=CC=CC=C2)C=CC=C1 (o-carbomethoxybenzyltriphenylphosphonium bromide), CC=1C=C(C=CC=2C(=CC=CC2)C(=O)O)C=CC1 (3'-methylstilbene-2-carboxylic acid), 1,5-diazabicyclo[3.4.0]nonene-5, C1(=CC(=CC=C1)C=O)C (m-tolualdehyde). Run in C(C)#N (acetonitrile). Yields the product C(C)C=1C=C(C=O)C=CC1 (m-ethylbenzaldehyde), C(C)C=1C=C(C=CC=2C(=CC=CC2)C(=O)O)C=CC1 (3'-ethylstilbene-2-carboxylic acid). As a reaction SMILES: [C:1]1([CH3:9])[CH:6]=[CH:5][CH:4]=[C:3]([CH:7]=[O:8])[CH:2]=1.[Br-].[C:11]([C:15]1[CH:40]=[CH:39][CH:38]=[CH:37][C:16]=1[CH2:17][P+](C1C=CC=CC=1)(C1C=CC=CC=1)C1C=CC=CC=1)([O:13]C)=[O:12].[CH3:41][C:42]1[CH:43]=[C:44]([CH:56]=[CH:57][CH:58]=1)[CH:45]=[CH:46]C1C(C(O)=O)=CC=CC=1>C(#N)C>[CH2:9]([C:1]1[CH:2]=[C:3]([CH:4]=[CH:5][CH:6]=1)[CH:7]=[O:8])[CH3:11].[CH2:45]([C:44]1[CH:43]=[C:42]([CH:58]=[CH:57][CH:56]=1)[CH:41]=[CH:17][C:16]1[C:15]([C:11]([OH:13])=[O:12])=[CH:40][CH:39]=[CH:38][CH:37]=1)[CH3:46] |f:1.2|. Reported procedure: 116.5 Gm. of 1,5-diazabicyclo[3.4.0]nonene-5 is added to 107.5 gm. of m-tolualdehyde and 400 gm. of o-carbomethoxybenzyltriphenylphosphonium bromide in 2000 ml. of acetonitrile. The mixture is refluxed briefly then cooled and the solvent removed under vacuum. The residue is dissolved in chloroform and washed with dilute hydrochloric acid, and the solution dried and evaporated. The product is refluxed for 11 hours in a solution of 111 gm. potassium hydroxide in 1,000 ml. of water and 150 ml. of m... Product: Cc1cc2nc3ccc(C(=O)NCCCCc4ccc[n+](C)c4)cn3c(=O)c2cc1C, [I-]. Reaction SMILES: [CH3:1][c:2]1[cH:3][c:4]2[c:5](=[O:30])[n:6]3[c:7]([n:8][c:9]2[cH:10][c:11]1[CH3:12])[cH:13][cH:14][c:15]([C:17](=[O:18])[NH:19][CH2:20][CH2:21][CH2:22][CH2:23][c:24]1[cH:25][n:26][cH:27][cH:28][cH:29]1)[cH:16]3.[I:31][CH3:32]>>[CH3:1][c:2]1[cH:3][c:4]2[c:5](=[O:30])[n:6]3[c:7]([n:8][c:9]2[cH:10][c:11]1[CH3:12])[cH:13][cH:14][c:15]([C:17](=[O:18])[NH:19][CH2:20][CH2:21][CH2:22][CH2:23][c:24]1[cH:25][n+:26]([CH3:32])[cH:27][cH:28][cH:29]1)[cH:16]3.[I-:31]. Reactants: Cc1cc2nc3ccc(C(=O)NCCCCc4cccnc4)cn3c(=O)c2cc1C, CI. Reactants: COc1ccccc1-c1ccc(C(=O)N2Cc3ccc(C(=O)O)n3Cc3ccccc32)cc1C, CNCCc1ccncc1. Yields the product COc1ccccc1-c1ccc(C(=O)N2Cc3ccc(C(=O)N(C)CCc4ccncc4)n3Cc3ccccc32)cc1C. Reaction SMILES: [CH3:1][O:2][c:3]1[c:4](-[c:9]2[c:10]([CH3:34])[cH:11][c:12]([C:15](=[O:16])[N:17]3[CH2:18][c:19]4[n:20]([c:28]([C:31](=[O:32])[OH:33])[cH:29][cH:30]4)[CH2:21][c:22]4[c:23]3[cH:24][cH:25][cH:26][cH:27]4)[cH:13][cH:14]2)[cH:5][cH:6][cH:7][cH:8]1.[CH3:35][NH:36][CH2:37][CH2:38][c:39]1[cH:40][cH:41][n:42][cH:43][cH:44]1>>[CH3:1][O:2][c:3]1[c:4](-[c:9]2[c:10]([CH3:34])[cH:11][c:12]([C:15](=[O:16])[N:17]3[CH2:18][c:19]4[n:20]([c:28]([C:31](=[O:32])[N:36]([CH3:35])[CH2:37][CH2:38][c:39]5[cH:40][cH:41][n:42][cH:43][cH:44]5)[cH:29][cH:30]4)[CH2:21][c:22]4[c:23]3[cH:24][cH:25][cH:26][cH:27]4)[cH:13][cH:14]2)[cH:5][cH:6][cH:7][cH:8]1. Starting materials: C1CCOC1, COC(=O)c1nc(C)sc1-c1ccc(F)cc1, CO, [Na+], [OH-], O. Product: Cc1nc(C(=O)O)c(-c2ccc(F)cc2)s1. Reaction SMILES: [CH2:20]1[O:21][CH2:22][CH2:23][CH2:24]1.[CH3:1][O:2][C:3](=[O:4])[c:5]1[n:6][c:7]([CH3:17])[s:8][c:9]1-[c:10]1[cH:11][cH:12][c:13]([F:16])[cH:14][cH:15]1.[CH3:25][OH:26].[Na+:19].[OH-:18].[OH2:27]>>[O:2]=[C:3]([OH:4])[c:5]1[n:6][c:7]([CH3:17])[s:8][c:9]1-[c:10]1[cH:11][cH:12][c:13]([F:16])[cH:14][cH:15]1. The reactants are CN1CCCC1=Cc1ccc(Br)cc1, CCO. The product is CN1CCCC1Cc1ccc(Br)cc1. Reaction SMILES: [Br:1][c:2]1[cH:3][cH:4][c:5]([CH:6]=[C:7]2[N:8]([CH3:12])[CH2:9][CH2:10][CH2:11]2)[cH:13][cH:14]1.[CH3:15][CH2:16][OH:17]>>[Br:1][c:2]1[cH:3][cH:4][c:5]([CH2:6][CH:7]2[N:8]([CH3:12])[CH2:9][CH2:10][CH2:11]2)[cH:13][cH:14]1. The reactants are COC(C1=CC(C(=O)NC2CCN(CC2)CC2=CC(=C(C(=C2)OCC)F)OCC)=CC(=C1)OC)=O (N-[1-(3,5-Diethoxy-4-fluoro-benzyl)-piperidin-4-yl]-5-methoxy-isophthalamic acid methyl ester), C(C)(C)OC=1C=C(C=O)C=C(C1)OC(C)C (3,5-diisopropoxy-benzaldehyde), C(#N)[BH3-].[Na+] (sodium cyanoborohydride), C(C)N(C(C)C)C(C)C (N-ethyl-diisopropylamine), 50-C. Run in C(C)O (ethanol), C(C)(=O)O (acetic acid). The product is COC(C1=CC(C(=O)NC2CCN(CC2)CC2=CC(=CC(=C2)OC(C)C)OC(C)C)=CC(=C1)OC)=O (N-[1-(3,5-Diisopropoxy-benzyl)-piperidin-4-yl]-5-methoxy-isophthalamic acid methyl ester). Reaction SMILES: [CH3:1][O:2][C:3](=[O:35])[C:4]1[CH:32]=[C:31]([O:33][CH3:34])[CH:30]=[C:6]([C:7]([NH:9][CH:10]2[CH2:15][CH2:14][N:13](CC3C=C(OCC)C(F)=C(OCC)C=3)[CH2:12][CH2:11]2)=[O:8])[CH:5]=1.[CH:36]([O:39][C:40]1[CH:41]=[C:42]([CH:45]=[C:46]([O:48][CH:49]([CH3:51])[CH3:50])[CH:47]=1)[CH:43]=O)([CH3:38])[CH3:37].C([BH3-])#N.[Na+].C(N(C(C)C)C(C)C)C>C(O)C.C(O)(=O)C>[CH3:1][O:2][C:3](=[O:35])[C:4]1[CH:32]=[C:31]([O:33][CH3:34])[CH:30]=[C:6]([C:7]([NH:9][CH:10]2[CH2:11][CH2:12][N:13]([CH2:43][C:42]3[CH:41]=[C:40]([O:39][CH:36]([CH3:38])[CH3:37])[CH:47]=[C:46]([O:48][CH:49]([CH3:51])[CH3:50])[CH:45]=3)[CH2:14][CH2:15]2)=[O:8])[CH:5]=1 |f:2.3|. Procedure details: In analogy to the procedure described in example 50k), 5-methoxy-N-piperidin-4-yl-isophthalamic acid methyl ester (example 143) was reacted with 3,5-diisopropoxy-benzaldehyde (example 126b), sodium cyanoborohydride, N-ethyl-diisopropylamine and acetic acid in ethanol at 50-C to yield the title compound as colorless oil. MS: 499.3 (MH+).